This data is from the Open Reaction Database (ORD), a public repository of structured organic reaction records. The task is: describe an organic reaction: reactants, conditions, products, and yield The reactants are C1CCOC1, Cc1cc(C)c(Nc2nc(C)nc(Cl)c2C)c(C)c1, [H-], [Na+], OC1CCOC1. The product is Cc1cc(C)c(Nc2nc(C)nc(OC3CCOC3)c2C)c(C)c1. As a reaction SMILES: [CH2:28]1[O:29][CH2:30][CH2:31][CH2:32]1.[Cl:9][c:10]1[c:11]([CH3:27])[c:12]([NH:17][c:18]2[c:19]([CH3:26])[cH:20][c:21]([CH3:25])[cH:22][c:23]2[CH3:24])[n:13][c:14]([CH3:16])[n:15]1.[H-:7].[Na+:8].[OH:1][CH:2]1[CH2:3][O:4][CH2:5][CH2:6]1>>[O:1]([CH:2]1[CH2:3][O:4][CH2:5][CH2:6]1)[c:10]1[c:11]([CH3:27])[c:12]([NH:17][c:18]2[c:19]([CH3:26])[cH:20][c:21]([CH3:25])[cH:22][c:23]2[CH3:24])[n:13][c:14]([CH3:16])[n:15]1. The reactants are CCOC(=O)Cl, O=C([O-])[O-], CCO, [K+], [K+], CC(N)Cn1cc(-c2ccccc2)c2ccccc2c1=O. The product is CCOC(=O)NC(C)Cn1cc(-c2ccccc2)c2ccccc2c1=O. RXN SMILES: [C:22]([O:23][CH2:24][CH3:25])(=[O:26])[Cl:27].[C:28](=[O:29])([O-:30])[O-:31].[CH3:34][CH2:35][OH:36].[K+:32].[K+:33].[NH2:1][CH:2]([CH2:3][n:4]1[c:5](=[O:20])[c:6]2[cH:7][cH:8][cH:9][cH:10][c:11]2[c:12](-[c:14]2[cH:15][cH:16][cH:17][cH:18][cH:19]2)[cH:13]1)[CH3:21]>>[NH:1]([CH:2]([CH2:3][n:4]1[c:5](=[O:20])[c:6]2[cH:7][cH:8][cH:9][cH:10][c:11]2[c:12](-[c:14]2[cH:15][cH:16][cH:17][cH:18][cH:19]2)[cH:13]1)[CH3:21])[C:22]([O:23][CH2:24][CH3:25])=[O:26]. Reactants: CC(=O)[O-], CC(=O)[O-], CC(=O)[O-], CC(=O)[O-], CC(=O)[O-], CC(=O)[O-], CC(=O)O, CC1(C)C(C(=O)O)c2ccccc2C(=O)N1C1CC1, [K+], [Li+], [OH-], O, O, [Pb+4], c1ccccc1. Yields the product CC1(C)C(O)c2ccccc2C(=O)N1C1CC1. Reaction SMILES: [C:29]([O-:30])(=[O:31])[CH3:32].[C:34]([O-:35])(=[O:36])[CH3:37].[C:38]([O-:39])(=[O:40])[CH3:41].[C:42]([O-:43])(=[O:44])[CH3:45].[CH3:21][C:22]([O-:23])=[O:24].[CH3:25][C:26](=[O:27])[O-:28].[CH3:49][C:50](=[O:51])[OH:52].[CH:1]1([N:4]2[C:5](=[O:19])[c:6]3[cH:7][cH:8][cH:9][cH:10][c:11]3[CH:12]([C:16]([OH:17])=[O:18])[C:13]2([CH3:14])[CH3:15])[CH2:2][CH2:3]1.[K+:20].[Li+:47].[OH-:46].[OH2:48].[OH2:53].[Pb+4:33].[cH:54]1[cH:55][cH:56][cH:57][cH:58][cH:59]1>>[CH:1]1([N:4]2[C:5](=[O:19])[c:6]3[cH:7][cH:8][cH:9][cH:10][c:11]3[CH:12]([OH:23])[C:13]2([CH3:14])[CH3:15])[CH2:2][CH2:3]1.